Task: describe an organic reaction: reactants, conditions, products, and yield. Dataset: the Open Reaction Database (ORD), a public repository of structured organic reaction records Starting materials: N1N=CN=C1 (1H-1,2,4-triazole), [H-].[Na+] (sodium hydride), ClCC1=NC2=CC(=C(C=C2C(=C1C(=O)OCC)C1=CC(=C(C=C1)OC)OC)OC)OC (ethyl 2-chloromethyl-4-(3,4-dimethoxyphenyl)-6,7-dimethoxyquinoline-3-carboxylate). Run in O (water), CN(C=O)C (N,N-dimethylformamide). Conditions: time 15 minute. Yields the product COC=1C=C(C=CC1OC)C1=C(C(=NC2=CC(=C(C=C12)OC)OC)CN1N=CN=C1)C(=O)OCC (ethyl 4-(3,4-dimethoxyphenyl)-6,7-dimethoxy-2-(1,2,4-triazol-1-ylmethyl)quinoline-3-carboxylate). Yield: 52.8%. As a reaction SMILES: [NH:1]1[CH:5]=[N:4][CH:3]=[N:2]1.[H-].[Na+].Cl[CH2:9][C:10]1[C:19]([C:20]([O:22][CH2:23][CH3:24])=[O:21])=[C:18]([C:25]2[CH:30]=[CH:29][C:28]([O:31][CH3:32])=[C:27]([O:33][CH3:34])[CH:26]=2)[C:17]2[C:12](=[CH:13][C:14]([O:37][CH3:38])=[C:15]([O:35][CH3:36])[CH:16]=2)[N:11]=1>CN(C)C=O.O>[CH3:34][O:33][C:27]1[CH:26]=[C:25]([C:18]2[C:17]3[C:12](=[CH:13][C:14]([O:37][CH3:38])=[C:15]([O:35][CH3:36])[CH:16]=3)[N:11]=[C:10]([CH2:9][N:1]3[CH:5]=[N:4][CH:3]=[N:2]3)[C:19]=2[C:20]([O:22][CH2:23][CH3:24])=[O:21])[CH:30]=[CH:29][C:28]=1[O:31][CH3:32] |f:1.2|. Procedure details: To a solution of 1H-1,2,4-triazole (0.558 g) in N,N-dimethylformamide (30 ml) was added sodium hydride in oil and the mixture was stirred at room temperature for 15 minutes. Then, ethyl 2-chloromethyl-4-(3,4-dimethoxyphenyl)-6,7-dimethoxyquinoline-3-carboxylate (3.0 g) was added. The mixture was stirred at 80° C. for 1 hour, after which it was poured in water and extracted with ethyl acetate. The ethyl acetate layer was washed with water and dried (MgSO4) and the solvent was distilled off under ... The solvent is CO (MeOH), O (water), CO (MeOH). Reaction SMILES: [Cl:1][C:2]1[N:7]=[C:6]([C:8]([O:10][CH3:11])=[O:9])[CH:5]=[CH:4][C:3]=1[CH:12]=[O:13].N1C=CN=C1.[C:19]1(=[O:24])[CH2:23][CH2:22][CH:21]=[CH:20]1>CO.O>[Cl:1][C:2]1[N:7]=[C:6]([C:8]([O:10][CH3:11])=[O:9])[CH:5]=[CH:4][C:3]=1[CH:12]([OH:13])[C:20]1[C:19](=[O:24])[CH2:23][CH2:22][CH:21]=1. Product: ClC1=C(C=CC(=N1)C(=O)OC)C(C1=CCCC1=O)O (Methyl 6-chloro-5-[hydroxy(5-oxo-1-cyclopentenyl)methyl]-2-pyridinecarboxylate). The yield is 90.0%. Procedure: The clear solution of Methyl 6-chloro-5-formyl-2-pyridincarboxylate (10 mmol, 1.99 g) and imidazole (10 mmol) in 50 ml. of MeOH was slowly charged with 50 ml. of deionized water. To a stirred homogeneous reaction mixture was added 2-cyclopenten-1-one (10.2 mmol., 0.88 g) at room temperature and reaction progress was monitored by TLC. Upon completion of the reaction excess MeOH was removed under reduced pressure, washed with water and extracted with CHCl3 thrice. Combined organic layers were wash... Starting materials: ClC1=C(C=CC(=N1)C(=O)OC)C=O (Methyl 6-chloro-5-formyl-2-pyridincarboxylate), N1C=NC=C1 (imidazole), C1(C=CCC1)=O (2-cyclopenten-1-one). Starting materials: O=C([O-])[O-], CI, [K+], [K+], C=CCOCC1(c2ccccc2)NC(=O)N(c2ccc(C#N)c(C(F)(F)F)c2)C1=O, CN(C)C=O. Product: C=CCOCC1(c2ccccc2)C(=O)N(c2ccc(C#N)c(C(F)(F)F)c2)C(=O)N1C. Reaction SMILES: [C:33](=[O:34])([O-:35])[O-:36].[I:31][CH3:32].[K+:37].[K+:38].[O:1]=[C:2]1[N:3]([c:19]2[cH:20][c:21]([C:27]([F:28])([F:29])[F:30])[c:22]([C:23]#[N:24])[cH:25][cH:26]2)[C:4](=[O:18])[C:5]([CH2:7][O:8][CH2:9][CH:10]=[CH2:11])([c:12]2[cH:13][cH:14][cH:15][cH:16][cH:17]2)[NH:6]1.[O:39]=[CH:40][N:41]([CH3:42])[CH3:43]>>[O:1]=[C:2]1[N:3]([c:19]2[cH:20][c:21]([C:27]([F:28])([F:29])[F:30])[c:22]([C:23]#[N:24])[cH:25][cH:26]2)[C:4](=[O:18])[C:5]([CH2:7][O:8][CH2:9][CH:10]=[CH2:11])([c:12]2[cH:13][cH:14][cH:15][cH:16][cH:17]2)[N:6]1[CH3:33]. Starting materials: ClC1=CC=C(C=C1)N1N=CC(=C1C)C(=O)NC1=CC(=C(C=C1)N1CCNCC1)C#N (1-(4-Chlorophenyl)-N-[3-cyano-4-(piperazin-1-yl)phenyl]-5-methylpyrazole-4-carboxamide), BrCCCO (3-bromopropanol), C([O-])([O-])=O.[K+].[K+] (potassium carbonate), CN(C=O)C (dimethylformamide). Solvent: O (water). Run at temperature 60 celsius, time 3 hour. The product is ClC1=CC=C(C=C1)N1N=CC(=C1C)C(=O)NC1=CC(=C(C=C1)N1CCN(CC1)CCCO)C#N (1-(4-Chlorophenyl)-N-{3-cyano-4-[4-(3-hydroxypropyl)piperazin-1-yl]phenyl}-5-methylpyrazole-4-carboxamide). Yield: 54.9%. Reaction SMILES: [Cl:1][C:2]1[CH:7]=[CH:6][C:5]([N:8]2[C:12]([CH3:13])=[C:11]([C:14]([NH:16][C:17]3[CH:22]=[CH:21][C:20]([N:23]4[CH2:28][CH2:27][NH:26][CH2:25][CH2:24]4)=[C:19]([C:29]#[N:30])[CH:18]=3)=[O:15])[CH:10]=[N:9]2)=[CH:4][CH:3]=1.Br[CH2:32][CH2:33][CH2:34][OH:35].C(=O)([O-])[O-].[K+].[K+].CN(C)C=O>O>[Cl:1][C:2]1[CH:7]=[CH:6][C:5]([N:8]2[C:12]([CH3:13])=[C:11]([C:14]([NH:16][C:17]3[CH:22]=[CH:21][C:20]([N:23]4[CH2:24][CH2:25][N:26]([CH2:32][CH2:33][CH2:34][OH:35])[CH2:27][CH2:28]4)=[C:19]([C:29]#[N:30])[CH:18]=3)=[O:15])[CH:10]=[N:9]2)=[CH:4][CH:3]=1 |f:2.3.4|. Reported procedure: 1-(4-Chlorophenyl)-N-[3-cyano-4-(piperazin-1-yl)phenyl]-5-methylpyrazole-4-carboxamide (4.0 g), 3-bromopropanol (1.6 g) and potassium carbonate (1.6 g) were added to dimethylformamide (25 ml) and the mixture was stirred at 60° C. for 3 h. The reaction mixture was added into water, and the obtained crystals were recrystallized from hydrous dimethylformamide to give the title compound (2.5 g), melting point: 213° C. The reactants are CC(C)CCCC(C)CC=O (dihydrocitronellal), diethyl 3-ethoxycarbonyl-2-methylprop-2-enyl phosphonate, C[O-].[Na+] (sodium methoxide). Solvent: CN(C=O)C (dimethylformamide). Reaction conditions: time 2 hour. The product is CC(=CC(=O)OC)C=CCC(CCCC(C)C)C (methyl 3,7,11-trimethyldodeca-2,4-dienoate). Reaction SMILES: [CH3:1][CH:2]([CH2:4][CH2:5][CH2:6][CH:7]([CH2:9][CH:10]=[O:11])[CH3:8])[CH3:3].[CH3:12][O-:13].[Na+]>CN(C)C=O>[CH3:8][C:7]([CH:6]=[CH:5][CH2:4][CH:2]([CH3:1])[CH2:3][CH2:5][CH2:4][CH:2]([CH3:3])[CH3:1])=[CH:9][C:10]([O:13][CH3:12])=[O:11] |f:1.2|. Procedure details: To a mixture of 1.5 g. of dihydrocitronellal, 2.7 g. of diethyl 3-ethoxycarbonyl-2-methylprop-2-enyl phosphonate and 5 ml. of dimethylformamide, under nitrogen and at 0°, with stirring, is added slowly sodium methoxide (250 mg. sodium and 5 ml. of methanol). After addition is complete, the reaction is left two hours at room temperature and then worked up by extraction with ether/hexane to yield methyl 3,7,11-trimethyldodeca-2,4-dienoate. The reactants are O=C(Cl)c1ccc([N+](=O)[O-])cc1, Nc1ccc(C(=O)O)cc1. Yields the product O=C(O)c1ccc(NC(=O)c2ccc([N+](=O)[O-])cc2)cc1. RXN SMILES: [N+:11](=[O:12])([O-:13])[c:14]1[cH:15][cH:16][c:17]([C:18](=[O:19])[Cl:20])[cH:21][cH:22]1.[NH2:1][c:2]1[cH:3][cH:4][c:5]([C:6](=[O:7])[OH:8])[cH:9][cH:10]1>>[NH:1]([c:2]1[cH:3][cH:4][c:5]([C:6](=[O:7])[OH:8])[cH:9][cH:10]1)[C:18]([c:17]1[cH:16][cH:15][c:14]([N+:11](=[O:12])[O-:13])[cH:22][cH:21]1)=[O:19]. The reactants are C(C)(C)(C)C1=C(C(=CC(=C1)N=O)C(C)(C)C)O (2,6-ditert.butyl-4-nitrosophenol), C(C)(C)C1=C(C(=CC(=C1)N=O)C(C)C)O (2,6-diisopropyl-4-nitrosophenol). Product: C(C)(C)C=1C(C(=CC(C1)=O)C(C)C)=O (2,6-diisopropyl-benzoquinone). RXN SMILES: [C:1]([C:5]1[CH:10]=[C:9](N=O)[CH:8]=[C:7]([C:13](C)([CH3:15])[CH3:14])[C:6]=1[OH:17])(C)([CH3:3])[CH3:2].C(C1C=C(N=[O:28])C=C(C(C)C)C=1O)(C)C>>[CH:1]([C:5]1[C:6](=[O:17])[C:7]([CH:13]([CH3:15])[CH3:14])=[CH:8][C:9](=[O:28])[CH:10]=1)([CH3:3])[CH3:2]. Procedure details: If 2,6-ditert.butyl-4-nitrosophenol is replaced in this example by an equivalent quantity of 2,6-diisopropyl-4-nitrosophenol, an otherwise identical procedure gives 2,6-diisopropyl-benzoquinone monoxime p-toluenesulphonate of melting point 93° C. Starting materials: Cl.NO (hydroxylamine hydrochloride), C(C)(=O)[O-].[Na+] (sodium acetate), C(C)(=O)C1=C(N(C2=CC(=CC=C12)C(=O)N)CC1=C(C=CC=C1)Cl)CCC (3-acetyl-l-(2-chlorobenzyl)-2-propylindole-6-carboxamide). Run in C(C)O (ethanol). Conditions: temperature 100 celsius. Yields the product ClC1=C(CN2C(=C(C3=CC=C(C=C23)C(=O)N)C(C)=NO)CCC)C=CC=C1 (l-(2-chlorobenzyl)-3-(1-hydroxyiminoethyl)-2-propylindole-6-carboxamide). Isolated yield 86.1%. RXN SMILES: [C:1]([C:4]1[C:12]2[C:7](=[CH:8][C:9]([C:13]([NH2:15])=[O:14])=[CH:10][CH:11]=2)[N:6]([CH2:16][C:17]2[CH:22]=[CH:21][CH:20]=[CH:19][C:18]=2[Cl:23])[C:5]=1[CH2:24][CH2:25][CH3:26])(=O)[CH3:2].Cl.[NH2:28][OH:29].C([O-])(=O)C.[Na+]>C(O)C>[Cl:23][C:18]1[CH:19]=[CH:20][CH:21]=[CH:22][C:17]=1[CH2:16][N:6]1[C:7]2[C:12](=[CH:11][CH:10]=[C:9]([C:13]([NH2:15])=[O:14])[CH:8]=2)[C:4]([C:1](=[N:28][OH:29])[CH3:2])=[C:5]1[CH2:24][CH2:25][CH3:26] |f:1.2,3.4|. Reported procedure: To a suspension of 3-acetyl-l-(2-chlorobenzyl)-2-propylindole-6-carboxamide (36.5 mg) in ethanol (5 ml) was added hydroxylamine hydrochloride (70 mg) and sodium acetate (200 mg), and the mixture was heated in a sealed tube at 100° C. The reaction was evaporated in vacuo, then the residue was diluted with ethyl acetate and washed with water and brine. The organic phase was dried over sodium sulfate and evaporated in vacuo. The residue was triturated with diisopropyl ether to give l-(2-chlorobenzy... Starting materials: CN1C(N(C(C=C1C(F)(F)F)=O)C=1C=CC2=C(C(=NS2)C2=C(C=CC(=C2)OC(C(=O)O)(C)C)C)C1)=O (2-{{2-{5-[3,6-dihydro-3-methyl-2,6-dioxo-4-(trifluoromethyl)-1(2H)-pyrimidinyl]-1,2-benzisothiazol-3-yl}-p-tolyl}oxy}-2-methylpropionic acid), C(C#C)O (propargyl alcohol), C1(=CC=CC=C1)C (toluene), CCOCC (ether). The reagents and catalysts are C1(=CC=C(C=C1)S(=O)(=O)O)C (p-toluenesulfonic acid). Run in C(Cl)Cl (methylene chloride). Conditions: temperature 50 celsius, time 1 day. Product: CN1C(N(C(C=C1C(F)(F)F)=O)C=1C=CC2=C(C(=NS2)C2=C(C=CC(=C2)OC(C(=O)OCC#C)(C)C)C)C1)=O (2-{{2-{5-[3,6-Dihydro-3-methyl-2,6-dioxo-4-(trifluoromethyl)-1(2H)-pyrimidinyl]-1,2-benzisothiazol-3-yl}-p-tolyl}oxy}-2-methylpropionic acid, 2-propynyl ester). Isolated yield 67.3%. RXN SMILES: [CH3:1][N:2]1[C:7]([C:8]([F:11])([F:10])[F:9])=[CH:6][C:5](=[O:12])[N:4]([C:13]2[CH:14]=[CH:15][C:16]3[S:20][N:19]=[C:18]([C:21]4[CH:26]=[C:25]([O:27][C:28]([CH3:33])([CH3:32])[C:29]([OH:31])=[O:30])[CH:24]=[CH:23][C:22]=4[CH3:34])[C:17]=3[CH:35]=2)[C:3]1=[O:36].[CH2:37](O)[C:38]#[CH:39].C1(C)C=CC=CC=1.CCOCC>C1(C)C=CC(S(O)(=O)=O)=CC=1.C(Cl)Cl>[CH3:1][N:2]1[C:7]([C:8]([F:10])([F:11])[F:9])=[CH:6][C:5](=[O:12])[N:4]([C:13]2[CH:14]=[CH:15][C:16]3[S:20][N:19]=[C:18]([C:21]4[CH:26]=[C:25]([O:27][C:28]([CH3:33])([CH3:32])[C:29]([O:31][CH2:39][C:38]#[CH:37])=[O:30])[CH:24]=[CH:23][C:22]=4[CH3:34])[C:17]=3[CH:35]=2)[C:3]1=[O:36]. Procedure details: A mixture of 2-{{2-{5-[3,6-dihydro-3-methyl-2,6-dioxo-4-(trifluoromethyl)-1(2H)-pyrimidinyl]-1,2-benzisothiazol-3-yl}-p-tolyl}oxy}-2-methylpropionic acid (0.500 g, 0.000960 mol), p-toluenesulfonic acid (0.0100 g), propargyl alcohol (0.0538 g, 0.000960 mol) and toluene is stirred one day at 50° C., cooled to room temperature and concentrated in vacuo to obtain a residue. Chromatography of the residue on silica gel with ether:methylene chloride affords the title compound (0.360 g, 67.2%) which is ... Reactants: CCOC(=O)c1ccc2c(c1)CC(C)(C)C(c1cccc(Br)c1)N2, OB(O)c1ccc(Cl)cc1, [Na+], [Na+], O=C([O-])[O-], C1COCCO1, O, c1ccc(P(c2ccccc2)(c2ccccc2)[Pd](P(c2ccccc2)(c2ccccc2)c2ccccc2)(P(c2ccccc2)(c2ccccc2)c2ccccc2)P(c2ccccc2)(c2ccccc2)c2ccccc2)cc1. The product is CCOC(=O)c1ccc2c(c1)CC(C)(C)C(c1cccc(-c3ccc(Cl)cc3)c1)N2. RXN SMILES: [CH2:1]([CH3:2])[O:3][C:4](=[O:5])[c:6]1[cH:7][c:8]2[c:13]([cH:14][cH:15]1)[NH:12][CH:11]([c:16]1[cH:17][c:18]([Br:22])[cH:19][cH:20][cH:21]1)[C:10]([CH3:23])([CH3:24])[CH2:9]2.[Cl:25][c:26]1[cH:27][cH:28][c:29]([B:32]([OH:33])[OH:34])[cH:30][cH:31]1.[Na+:35].[Na+:36].[O-:37][C:38](=[O:39])[O-:40].[O:42]1[CH2:43][CH2:44][O:45][CH2:46][CH2:47]1.[OH2:41].[cH:48]1[cH:49][cH:50][c:51]([P:52]([Pd:53]([P:54]([c:55]2[cH:56][cH:57][cH:58][cH:59][cH:60]2)([c:61]2[cH:62][cH:63][cH:64][cH:65][cH:66]2)[c:67]2[cH:68][cH:69][cH:70][cH:71][cH:72]2)([P:73]([c:74]2[cH:75][cH:76][cH:77][cH:78][cH:79]2)([c:80]2[cH:81][cH:82][cH:83][cH:84][cH:85]2)[c:86]2[cH:87][cH:88][cH:89][cH:90][cH:91]2)[P:92]([c:93]2[cH:94][cH:95][cH:96][cH:97][cH:98]2)([c:99]2[cH:100][cH:101][cH:102][cH:103][cH:104]2)[c:105]2[cH:106][cH:107][cH:108][cH:109][cH:110]2)([c:111]2[cH:112][cH:113][cH:114][cH:115][cH:116]2)[c:117]2[cH:118][cH:119][cH:120][cH:121][cH:122]2)[cH:123][cH:124]1>>[CH2:1]([CH3:2])[O:3][C:4](=[O:5])[c:6]1[cH:7][c:8]2[c:13]([cH:14][cH:15]1)[NH:12][CH:11]([c:16]1[cH:17][c:18](-[c:29]3[cH:28][cH:27][c:26]([Cl:25])[cH:31][cH:30]3)[cH:19][cH:20][cH:21]1)[C:10]([CH3:23])([CH3:24])[CH2:9]2.